This data is from the Open Reaction Database (ORD), a public repository of structured organic reaction records. The task is: describe an organic reaction: reactants, conditions, products, and yield Reactants: O=[N+]([O-])c1cccc(Br)c1, CC1(C)OB(c2cccc(NC(=O)C3CCCN3C(=O)OCc3ccccc3)c2)OC1(C)C, CO, [Na+], O=C([O-])O, CN(C)C=O. The product is O=C(Nc1cccc(-c2cccc([N+](=O)[O-])c2)c1)C1CCCN1C(=O)OCc1ccccc1. As a reaction SMILES: [Br:34][c:35]1[cH:36][c:37]([N+:41](=[O:42])[O-:43])[cH:38][cH:39][cH:40]1.[CH2:1]([c:2]1[cH:3][cH:4][cH:5][cH:6][cH:7]1)[O:8][C:9](=[O:10])[N:11]1[CH:12]([C:16]([NH:17][c:18]2[cH:19][c:20]([B:24]3[O:25][C:26]([CH3:27])([CH3:28])[C:29]([CH3:30])([CH3:31])[O:32]3)[cH:21][cH:22][cH:23]2)=[O:33])[CH2:13][CH2:14][CH2:15]1.[CH3:49][OH:50].[Na+:55].[O-:51][C:52]([OH:53])=[O:54].[O:44]=[CH:45][N:46]([CH3:47])[CH3:48]>>[CH2:1]([c:2]1[cH:3][cH:4][cH:5][cH:6][cH:7]1)[O:8][C:9](=[O:10])[N:11]1[CH:12]([C:16]([NH:17][c:18]2[cH:19][c:20](-[c:35]3[cH:36][c:37]([N+:41](=[O:42])[O-:43])[cH:38][cH:39][cH:40]3)[cH:21][cH:22][cH:23]2)=[O:33])[CH2:13][CH2:14][CH2:15]1.